This data is from the Open Reaction Database (ORD), a public repository of structured organic reaction records. The task is: describe an organic reaction: reactants, conditions, products, and yield The reactants are C1CCOC1, CC(=O)c1ccc2ncc(Cc3ccc4c(cnn4C)c3)n2n1, Cl, NOCCO. Yields the product CC(=NOCCO)c1ccc2ncc(Cc3ccc4c(cnn4C)c3)n2n1. As a reaction SMILES: [CH2:30]1[O:31][CH2:32][CH2:33][CH2:34]1.[CH3:1][n:2]1[n:3][cH:4][c:5]2[cH:6][c:7]([CH2:11][c:12]3[cH:13][n:14][c:15]4[n:16]3[n:17][c:18]([C:21]([CH3:22])=[O:23])[cH:19][cH:20]4)[cH:8][cH:9][c:10]12.[ClH:24].[NH2:25][O:26][CH2:27][CH2:28][OH:29]>>[CH3:1][n:2]1[n:3][cH:4][c:5]2[cH:6][c:7]([CH2:11][c:12]3[cH:13][n:14][c:15]4[n:16]3[n:17][c:18]([C:21]([CH3:22])=[N:25][O:26][CH2:27][CH2:28][OH:29])[cH:19][cH:20]4)[cH:8][cH:9][c:10]12. Starting materials: C1([N+](=O)[O-])=CC([N+](=O)[O-])=CC([N+](=O)[O-])=C1O (Picric acid), stainless steel, P(=O)(O)([O-])[O-].[NH4+].[NH4+] (diammonium hydrogen phosphate), S1(=O)(=O)CCCC1 (sulfolane). The solvent is O (water). Run at temperature 100 celsius, time 20 hour. The product is C1=C(C=C(C(=C1[N+](=O)[O-])N)[N+](=O)[O-])[N+](=O)[O-] (picramide). Isolated yield 93.0%. RXN SMILES: [C:1]1([C:15](O)=[C:11]([N+:12]([O-:14])=[O:13])[CH:10]=[C:6]([N+:7]([O-:9])=[O:8])[CH:5]=1)[N+:2]([O-:4])=[O:3].P([O-])([O-])(O)=O.[NH4+:22].[NH4+].S1(CCCC1)(=O)=O>O>[CH:5]1[C:1]([N+:2]([O-:4])=[O:3])=[C:15]([NH2:22])[C:11]([N+:12]([O-:14])=[O:13])=[CH:10][C:6]=1[N+:7]([O-:9])=[O:8] |f:1.2.3|. Procedure: Picric acid (10.0 g, 43.8 mmol), diammonium hydrogen phosphate (11.6 g, 87.6 mmol) and dry sulfolane (40 ml) are placed in a glass-lined, stainless steel reactor to form a 1.1M concentration reaction slurry. The reactor is sealed and the reaction slurry is stirred with heating for 2 hr as the temperature increases from 25 to 175° C. (20 psi pressure). The temperature is maintained at 175° C. and stirring is continued for an additional 20 hr. The cooled reaction mixture is mixed with water (400 m... The reactants are C1CCOC1, O=C1OCc2cc(CO)ccc21. The product is O=Cc1ccc2c(c1)COC2=O. As a reaction SMILES: [O:13]1[CH2:14][CH2:15][CH2:16][CH2:17]1.[OH:1][CH2:2][c:3]1[cH:4][c:5]2[c:9]([cH:10][cH:11]1)[C:8](=[O:12])[O:7][CH2:6]2>>[O:1]=[CH:2][c:3]1[cH:4][c:5]2[c:9]([cH:10][cH:11]1)[C:8](=[O:12])[O:7][CH2:6]2. The reactants are O=C(n1ccnc1)n1ccnc1, ClCCl, O=C(O)CN1CCCC1=O, O=C(CN1CCNCC1)N1CCOCC1. Product: O=C(CN1CCN(C(=O)CN2CCCC2=O)CC1)N1CCOCC1. Reaction SMILES: [C:1]([n:2]1[cH:3][cH:4][n:5][cH:6]1)([n:7]1[cH:8][cH:9][n:10][cH:11]1)=[O:12].[Cl:38][CH2:39][Cl:40].[N:13]1([CH2:19][C:20](=[O:21])[OH:22])[C:14](=[O:18])[CH2:15][CH2:16][CH2:17]1.[O:23]1[CH2:24][CH2:25][N:26]([C:29](=[O:30])[CH2:31][N:32]2[CH2:33][CH2:34][NH:35][CH2:36][CH2:37]2)[CH2:27][CH2:28]1>>[N:13]1([CH2:19][C:20](=[O:22])[N:35]2[CH2:34][CH2:33][N:32]([CH2:31][C:29]([N:26]3[CH2:25][CH2:24][O:23][CH2:28][CH2:27]3)=[O:30])[CH2:37][CH2:36]2)[C:14](=[O:18])[CH2:15][CH2:16][CH2:17]1. The reactants are [OH-].[Na+] (sodium hydroxide), C(CCCCCN)N (1,6-hexanediamine), C[C@@]12C(CC[C@H]1[C@@H]1CC[C@H]3CCCC[C@]3(C)[C@H]1CC2)=O (5α-androstan-17-one), C(#N)[BH3-].[Na+] (sodium cyanoborohydride). Run in CO (methanol), O1CCCC1 (tetrahydrofuran), C(C)(=O)O (acetic acid). Yields the product C[C@@]12[C@H](CC[C@H]1[C@@H]1CC[C@H]3CCCC[C@]3(C)[C@H]1CC2)NCCCCCCN (N-[(5α, 17β)-Androstan-17-yl]-1,6-hexanediamine). The yield is 124.9%. RXN SMILES: [CH2:1]([NH2:8])[CH2:2][CH2:3][CH2:4][CH2:5][CH2:6][NH2:7].[CH3:9][C@:10]12[CH2:27][CH2:26][C@H:25]3[C@@H:15]([CH2:16][CH2:17][C@@H:18]4[C@:23]3([CH3:24])[CH2:22][CH2:21][CH2:20][CH2:19]4)[C@@H:14]1[CH2:13][CH2:12][C:11]2=O.C([BH3-])#N.[Na+].[OH-].[Na+]>O1CCCC1.C(O)(=O)C.CO>[CH3:9][C@:10]12[CH2:27][CH2:26][C@H:25]3[C@@H:15]([CH2:16][CH2:17][C@@H:18]4[C@:23]3([CH3:24])[CH2:22][CH2:21][CH2:20][CH2:19]4)[C@@H:14]1[CH2:13][CH2:12][C@@H:11]2[NH:7][CH2:6][CH2:5][CH2:4][CH2:3][CH2:2][CH2:1][NH2:8] |f:2.3,4.5|. Procedure details: A 100 ml round-bottomed flask, equipped with a magnetic stir bar, condenser, and nitrogen inlet tube, was charged with 1,6-hexanediamine (0.904 g) and 15 ml of methanol. The solution was treated with glacial acetic acid until the pH was 6.7. To this mixture was added 15 ml of tetrahydrofuran, 5α-androstan-17-one (0.704 g) and sodium cyanoborohydride (0.228 g). The mixture was heated to reflux for 18 h. After cooling, the solution was made basic with aqueous 2M sodium hydroxide to a pH of 13-14. ...